From a dataset of the Open Reaction Database (ORD), a public repository of structured organic reaction records. describe an organic reaction: reactants, conditions, products, and yield The reactants are N (ammonia), C(C)N1C(N(C=2N=C(NC2C1=O)C1=CC=C(C=C1)S(=O)(=O)O)CC)=O (4-(1,3-diethyl-2,3,6,7-tetrahydro-2,6dioxo-1H-purin-8-yl)benzenesulfonic acid), S(=O)(Cl)Cl (thionyl chloride). Run in CN(C=O)C (N,N-dimethylformamide), CN(C=O)C (N,N-dimethylformamide). Yields the product C(C)N1C(N(C=2N=C(NC2C1=O)C1=CC=C(C=C1)S(=O)(=O)N)CC)=O (4-(1,3-diethyl-2,3,6,7-tetrahydro-2,6-dioxo-1H-purin-8-yl)benzenesulfonamide). As a reaction SMILES: [CH2:1]([N:3]1[C:11](=[O:12])[C:10]2[NH:9][C:8]([C:13]3[CH:18]=[CH:17][C:16]([S:19](O)(=[O:21])=[O:20])=[CH:15][CH:14]=3)=[N:7][C:6]=2[N:5]([CH2:23][CH3:24])[C:4]1=[O:25])[CH3:2].S(Cl)(Cl)=O.[NH3:30]>CN(C)C=O>[CH2:1]([N:3]1[C:11](=[O:12])[C:10]2[NH:9][C:8]([C:13]3[CH:18]=[CH:17][C:16]([S:19]([NH2:30])(=[O:21])=[O:20])=[CH:15][CH:14]=3)=[N:7][C:6]=2[N:5]([CH2:23][CH3:24])[C:4]1=[O:25])[CH3:2]. Procedure: A mixture of 4-(1,3-diethyl-2,3,6,7-tetrahydro-2,6dioxo-1H-purin-8-yl)benzenesulfonic acid (5.0 g, 0.014 moles) and N,N-dimethylformamide (150 ml) is cooled to 0° and treated with thionyl chloride (3.3 g, 0.027 moles). When the addition is complete, the reaction mixture is permitted to warm to ambient temperature and stirred vigorously until a thick slurry results. To this slurry is added N,N-dimethylformamide saturated with ammonia (100 ml). The resulting mixture is then saturated with gaseous ... The reactants are NC1CCN(CC1)CCN1C(C=NC2=CC=C(C=C12)OC)=O (1-[2-(4-Aminopiperidin-1-yl)ethyl]-7-methoxyquinoxalin-2(1H)-one), NC1CCN(CC1)CCN1C(C=NC2=CC=C(C=C12)OC)=O (1-[2-(4-Aminopiperidin-1-yl)ethyl]-7-methoxyquinoxalin-2(1H)-one), O1CCOC=2C=NC(=CC21)C=O (2,3-dihydro[1,4]dioxino[2,3-c]pyridine-7-carbaldehyde), C(C)(=O)O[BH-](OC(C)=O)OC(C)=O.[Na+] (sodium triacetoxy borohydride). Yields the product O1CCOC=2C=NC(=CC21)CNC2CCN(CC2)CCN2C(C=NC1=CC=C(C=C21)OC)=O (1-(2-{4-[(2,3-Dihydro[1,4]dioxino[2,3-c]pyridin-7-ylmethyl)amino]piperidin-1-yl}ethyl)-7-methoxyquinoxalin-2(1H)-one). RXN SMILES: [NH2:1][CH:2]1[CH2:7][CH2:6][N:5]([CH2:8][CH2:9][N:10]2[C:19]3[C:14](=[CH:15][CH:16]=[C:17]([O:20][CH3:21])[CH:18]=3)[N:13]=[CH:12][C:11]2=[O:22])[CH2:4][CH2:3]1.[O:23]1[C:32]2[CH:31]=[C:30]([CH:33]=O)[N:29]=[CH:28][C:27]=2[O:26][CH2:25][CH2:24]1.C(O[BH-](OC(=O)C)OC(=O)C)(=O)C.[Na+]>>[O:23]1[C:32]2[CH:31]=[C:30]([CH2:33][NH:1][CH:2]3[CH2:3][CH2:4][N:5]([CH2:8][CH2:9][N:10]4[C:19]5[C:14](=[CH:15][CH:16]=[C:17]([O:20][CH3:21])[CH:18]=5)[N:13]=[CH:12][C:11]4=[O:22])[CH2:6][CH2:7]3)[N:29]=[CH:28][C:27]=2[O:26][CH2:25][CH2:24]1 |f:2.3|. Reported procedure: 1-[2-(4-Aminopiperidin-1-yl)ethyl]-7-methoxyquinoxalin-2(1H)-one (Intermediate 146, 60 mg crude, 0.20 mmol), 2,3-dihydro[1,4]dioxino[2,3-c]pyridine-7-carbaldehyde (WO 2004/058144) (33 mg, 0.20 mmol), and sodium triacetoxy borohydride (130 mg, 0.60 mmol) were reacted as described for Example 69 to give the free base of the title compound as an oil. The free base was taken up in isopropanol and treated with 4.0M HCl in dioxane (3 eq). Solvent was removed under reduced pressure to give 28 mg (27% y...